From a dataset of the Open Reaction Database (ORD), a public repository of structured organic reaction records. describe an organic reaction: reactants, conditions, products, and yield Starting materials: C(C1=CC=CC=C1)(=O)OCCO (ethylene glycol monobenzoate), C(CCCCCCC\C=C/CCCCCCCC)(=O)Cl (oleoyl chloride). The product is C(CCCCCCC\C=C/CCCCCCCC)(=O)OCCOC(C1=CC=CC=C1)=O (2-Benzoyloxyethyl oleate). As a reaction SMILES: [C:1]([O:9][CH2:10][CH2:11][OH:12])(=[O:8])[C:2]1[CH:7]=[CH:6][CH:5]=[CH:4][CH:3]=1.[C:13](Cl)(=[O:31])[CH2:14][CH2:15][CH2:16][CH2:17][CH2:18][CH2:19][CH2:20]/[CH:21]=[CH:22]\[CH2:23][CH2:24][CH2:25][CH2:26][CH2:27][CH2:28][CH2:29][CH3:30]>>[C:13]([O:12][CH2:11][CH2:10][O:9][C:1](=[O:8])[C:2]1[CH:7]=[CH:6][CH:5]=[CH:4][CH:3]=1)(=[O:31])[CH2:14][CH2:15][CH2:16][CH2:17][CH2:18][CH2:19][CH2:20]/[CH:21]=[CH:22]\[CH2:23][CH2:24][CH2:25][CH2:26][CH2:27][CH2:28][CH2:29][CH3:30]. Procedure: 2-Benzoyloxyethyl oleate was prepared by the procedure of Example 1 from 16 gms (0.1 mole) of ethylene glycol monobenzoate and 30 gms (0.1 mole) of oleoyl chloride. The structure of the final product was characterized on the basis of NMR and IR spectral analyses as described in Example 1. The reactants are Cl.C(C1=CC=CC=C1)N(N)C1=CC=C(C=C1)F (1-(benzyl)-1-(4-fluorophenyl)hydrazine hydrochloride), CCOC(=O)CC1CCCCC1=O (ethyl 2-cyclohexanone acetate). Product: C(C1=CC=CC=C1)N1C2=CC=C(C=C2C=2CCCC(C12)CC(=O)OCC)F (Ethyl 9-benzyl-6-fluoro-1,2,3,4-tetrahydrocarbazol-1-yl-acetate). RXN SMILES: Cl.[CH2:2]([N:9]([C:11]1[CH:16]=[CH:15][C:14]([F:17])=[CH:13][CH:12]=1)N)[C:3]1[CH:8]=[CH:7][CH:6]=[CH:5][CH:4]=1.[CH3:18][CH2:19][O:20][C:21]([CH2:23][CH:24]1[C:29](=O)[CH2:28][CH2:27][CH2:26][CH2:25]1)=[O:22]>>[CH2:2]([N:9]1[C:25]2[CH:24]([CH2:23][C:21]([O:20][CH2:19][CH3:18])=[O:22])[CH2:29][CH2:28][CH2:27][C:26]=2[C:16]2[C:11]1=[CH:12][CH:13]=[C:14]([F:17])[CH:15]=2)[C:3]1[CH:8]=[CH:7][CH:6]=[CH:5][CH:4]=1 |f:0.1|. Procedure: Following the procedure of Example 1, but using 1-(benzyl)-1-(4-fluorophenyl)hydrazine hydrochloride and ethyl 2-cyclohexanone acetate as starting materials, the title compound was prepared. The reactants are FC(C(F)(F)F)(OC1=CC=C(C=C1)N1N=C(N=C1)C1=CC=C(C=C1)NC(OC(C)(C)C)=O)F (Tert-butyl (4-(1-(4-(perfluoroethoxy)phenyl)-1H-1,2,4-triazol-3-yl)phenyl)carbamate), O1CCOCC1 (dioxane), C(=O)(O)[O-].[Na+] (NaHCO3). Solvent: Cl (HCl). Conditions: temperature 40 celsius, time 1 hour. Product: FC(C(F)(F)F)(OC1=CC=C(C=C1)N1N=C(N=C1)C1=CC=C(N)C=C1)F (4-(1-(4-(perfluoroethoxy)phenyl)-1H-1,2,4-triazol-3-yl)aniline). Isolated yield 0.1%. RXN SMILES: [F:1][C:2]([F:33])([O:7][C:8]1[CH:13]=[CH:12][C:11]([N:14]2[CH:18]=[N:17][C:16]([C:19]3[CH:24]=[CH:23][C:22]([NH:25]C(=O)OC(C)(C)C)=[CH:21][CH:20]=3)=[N:15]2)=[CH:10][CH:9]=1)[C:3]([F:6])([F:5])[F:4].O1CCOCC1.C([O-])(O)=O.[Na+]>Cl>[F:33][C:2]([F:1])([O:7][C:8]1[CH:9]=[CH:10][C:11]([N:14]2[CH:18]=[N:17][C:16]([C:19]3[CH:20]=[CH:21][C:22]([NH2:25])=[CH:23][CH:24]=3)=[N:15]2)=[CH:12][CH:13]=1)[C:3]([F:6])([F:5])[F:4] |f:2.3|. Procedure: Tert-butyl (4-(1-(4-(perfluoroethoxy)phenyl)-1H-1,2,4-triazol-3-yl)phenyl)carbamate (0.100 g, 0.213 mol) was dissolved in HCl in dioxane (4 N, 3 mL, 12 mmol) and stirred at 40° C. for 1 h. The solutionwas then cooled, neutralized with saturated aqueous NaHCO3 solution to pH 7, and extracted with diethyl ether (2×10 mL). The combined organic layer was dried and concentrated to afford the title compound as a light tan solid (54 mg, 68%): 1H NMR (400 MHz, CDCl3) δ 8.52 (s, 1H), 7.99 (d, J=8.6 Hz, 1...